This data is from the Open Reaction Database (ORD), a public repository of structured organic reaction records. The task is: describe an organic reaction: reactants, conditions, products, and yield Starting materials: CI, [H-], Nc1ccc(C(F)(F)F)cc1[N+](=O)[O-], [Na+], [Na+], O=C([O-])O, CN(C)C=O. Yields the product CNc1ccc(C(F)(F)F)cc1[N+](=O)[O-]. As a reaction SMILES: [CH3:17][I:18].[H-:16].[N+:1](=[O:2])([O-:3])[c:4]1[c:5]([NH2:6])[cH:7][cH:8][c:9]([C:11]([F:12])([F:13])[F:14])[cH:10]1.[Na+:15].[Na+:23].[O-:19][C:20]([OH:21])=[O:22].[O:24]=[CH:25][N:26]([CH3:27])[CH3:28]>>[N+:1](=[O:2])([O-:3])[c:4]1[c:5]([NH:6][CH3:20])[cH:7][cH:8][c:9]([C:11]([F:12])([F:13])[F:14])[cH:10]1. The reactants are Cl.N(N)C=1C=NC=CC1 (3-Hydrazinopyridine hydrochloride), FC(C(CC#N)=O)(C)F (4,4-difluoro-3-oxo-pentanenitrile). Product: FC(C)(F)C1=NN(C(=C1)N)C=1C=NC=CC1 (3-(1,1-difluoroethyl)-1-(pyridin-3-yl)-1H-pyrazol-5-amine). The yield is 9.0%. Reaction SMILES: Cl.[NH:2]([C:4]1[CH:5]=[N:6][CH:7]=[CH:8][CH:9]=1)[NH2:3].[F:10][C:11]([F:18])([CH3:17])[C:12](=O)[CH2:13][C:14]#[N:15]>>[F:10][C:11]([C:12]1[CH:13]=[C:14]([NH2:15])[N:2]([C:4]2[CH:5]=[N:6][CH:7]=[CH:8][CH:9]=2)[N:3]=1)([F:18])[CH3:17] |f:0.1|. Procedure: 3-Hydrazinopyridine hydrochloride (435 mg, 3.0 mmol) was treated with 4,4-difluoro-3-oxopentanenitrile (400 mg, 3.0 mmol) (prepared as described in Example 152A Step 1) according to the procedure in Example 161A Step 3 to afford 3-(1,1-difluoroethyl)-1-(pyridin-3-yl)-1H-pyrazol-5-amine (62 mg, 0.27 mmol, 9%). 1H NMR (300 MHz, MeOD) δ 8.86 (s, 1H), 8.60 (d, 1H), 8.12 (d, 1H), 7.62 (t, 1H), 5.82 (s, 1H), 1.92 (t, 3H); LC-MS (ESI) m/z 225 (M+H)+. Starting materials: [Cl-].[NH4+] (ammonium chloride), C(C#C)O (propargyl alcohol), ClC=1SC(=CN1)C=O (2-chloro-1,3-thiazole-5-carbaldehyde), [H-].[Na+] (sodium hydride). Run in O1CCCC1 (tetrahydrofuran). As a reaction SMILES: [CH2:1]([OH:4])[C:2]#[CH:3].[H-].[Na+].Cl[C:8]1[S:9][C:10]([CH:13]=[O:14])=[CH:11][N:12]=1.[Cl-].[NH4+]>O1CCCC1>[CH2:1]([O:4][C:8]1[S:9][C:10]([CH:13]=[O:14])=[CH:11][N:12]=1)[C:2]#[CH:3] |f:1.2,4.5|. Yields the product C(C#C)OC=1SC(=CN1)C=O (2-(2-propynyloxy)-1,3-thiazole-5-carbaldehyde). Procedure details: 0.37 g of propargyl alcohol was dissolved in 100 ml of tetrahydrofuran, and 0.9 g of 60% sodium hydride was added in portions. The mixture was stirred at room temperature for 1 hour. Thereafter, 3.0 g of 2-chloro-1,3-thiazole-5-carbaldehyde was added to the reaction mixture and the mixture was stirred at room temperature for 3 hours. After aqueous saturated ammonium chloride was added, the reaction mixture was extracted with methyl-t-butyl ether. The organic layer was washed with aqueous saturat... Conditions: time 1 hour. Yield: 130.5%. Reactants: CO, CCOC(C)=O, [H][H], CCCCCCn1ccc([N+](=O)[O-])n1, [Pd]. Product: CCCCCCn1ccc(N)n1. Reaction SMILES: [CH3:15][OH:16].[CH3:19][CH2:20][O:21][C:22](=[O:23])[CH3:24].[H:17][H:18].[N+:1]([O-:2])(=[O:3])[c:4]1[n:5][n:6]([CH2:9][CH2:10][CH2:11][CH2:12][CH2:13][CH3:14])[cH:7][cH:8]1.[Pd:25]>>[NH2:1][c:4]1[n:5][n:6]([CH2:9][CH2:10][CH2:11][CH2:12][CH2:13][CH3:14])[cH:7][cH:8]1. Reactants: C(C)(C)(C)OC(N(C1=NC(=CN=C1)Cl)C1=CC=C(C=C1)Cl)=O ((4-Chloro-phenyl)-(6-chloro-pyrazin-2-yl)-carbamic acid tert-butyl ester), N1N=C(C=C1)B(O)O (1H-pyrazole-3-boronic acid), C([O-])([O-])=O.[Na+].[Na+] (sodium carbonate). Reagents/catalysts: C=1C=CC(=CC1)[P](C=2C=CC=CC2)(C=3C=CC=CC3)[Pd]([P](C=4C=CC=CC4)(C=5C=CC=CC5)C=6C=CC=CC6)([P](C=7C=CC=CC7)(C=8C=CC=CC8)C=9C=CC=CC9)[P](C=1C=CC=CC1)(C=1C=CC=CC1)C=1C=CC=CC1 (tetrakis(triphenylphosphine)palladium(0)). The solvent is O (water), C(C)O (ethanol), O (Water). The product is C(C)(C)(C)OC(N(C1=NC(=CN=C1)C=1NN=CC1)C1=CC=C(C=C1)Cl)=O ((4-chloro-phenyl)-[6-(2H-pyrazol-3-yl)-pyrazin-2-yl]-carbamic acid tert-butyl ester). Yield: 26.1%. As a reaction SMILES: [C:1]([O:5][C:6](=[O:22])[N:7]([C:15]1[CH:20]=[CH:19][C:18]([Cl:21])=[CH:17][CH:16]=1)[C:8]1[CH:13]=[N:12][CH:11]=[C:10](Cl)[N:9]=1)([CH3:4])([CH3:3])[CH3:2].[NH:23]1[CH:27]=[CH:26][C:25](B(O)O)=[N:24]1.C(=O)([O-])[O-].[Na+].[Na+]>O.C(O)C.C1C=CC([P]([Pd]([P](C2C=CC=CC=2)(C2C=CC=CC=2)C2C=CC=CC=2)([P](C2C=CC=CC=2)(C2C=CC=CC=2)C2C=CC=CC=2)[P](C2C=CC=CC=2)(C2C=CC=CC=2)C2C=CC=CC=2)(C2C=CC=CC=2)C2C=CC=CC=2)=CC=1>[C:1]([O:5][C:6](=[O:22])[N:7]([C:15]1[CH:20]=[CH:19][C:18]([Cl:21])=[CH:17][CH:16]=1)[C:8]1[CH:13]=[N:12][CH:11]=[C:10]([C:27]2[NH:23][N:24]=[CH:25][CH:26]=2)[N:9]=1)([CH3:4])([CH3:3])[CH3:2] |f:2.3.4,^1:44,46,65,84|. Procedure details: (4-Chloro-phenyl)-(6-chloro-pyrazin-2-yl)-carbamic acid tert-butyl ester (350 mg, 1.03 mmol), 1H-pyrazole-3-boronic acid (128 mg, 1.13 mmol) and sodium carbonate (218 mg, 2.06 mmol) in water (1 mL) and ethanol (4 mL) were degassed with argon for 30 minutes before tetrakis(triphenylphosphine)palladium(0) (59 mg, 0.051 mmol) was added. The reaction mixture was heated to reflux over night. Water was added and the mixture was concentrated in vacuo. The remaining aqueous phase was extracted with ethy... The reactants are O=C(c1ccccc1)c1cc(Cl)ccc1C#CCN1C(=O)c2ccccc2C1=O, C1CCOC1, [Pd]. Product: O=C(c1ccccc1)c1cc(Cl)ccc1C=CCN1C(=O)c2ccccc2C1=O. Reaction SMILES: [Cl:1][c:2]1[cH:3][c:4]([C:22]([c:23]2[cH:24][cH:25][cH:26][cH:27][cH:28]2)=[O:29])[c:5]([C:8]#[C:9][CH2:10][N:11]2[C:12](=[O:21])[c:13]3[c:14]([cH:17][cH:18][cH:19][cH:20]3)[C:15]2=[O:16])[cH:6][cH:7]1.[O:30]1[CH2:31][CH2:32][CH2:33][CH2:34]1.[Pd:35]>>[Cl:1][c:2]1[cH:3][c:4]([C:22]([c:23]2[cH:24][cH:25][cH:26][cH:27][cH:28]2)=[O:29])[c:5]([CH:8]=[CH:9][CH2:10][N:11]2[C:12](=[O:21])[c:13]3[c:14]([cH:17][cH:18][cH:19][cH:20]3)[C:15]2=[O:16])[cH:6][cH:7]1. Reactants: NC(C1=C(C=C(OCCCN2CCN(CC2)C([C@@H](C)NC(=O)C=2SC=CC2)=O)C=C1)F)=NO (N-{(1R)-2-[4-(3-{4-[amino(hydroxyimino)methyl]-3-fluorophenoxy}propyl)-1-piperazinyl]-1-methyl-2-oxoethyl}-2-thiophenecarboxamide), solution, C(=O)(N1C=NC=C1)N1C=NC=C1 (CDI), CC=1C=C(C(=O)O)C=CC1 (3-Methylbenzoic acid), solution, C(=O)(N1C=NC=C1)N1C=NC=C1 (1,1′-carbonyldiimidazole). Solvent: CN(C)C=O (DMF), CN(C)C=O (DMF), CN(C)C=O (DMF). Run at time 4 hour. Yields the product FC=1C=C(OCCCN2CCN(CC2)C([C@@H](C)NC(=O)C=2SC=CC2)=O)C=CC1C1=NOC(=N1)C1=CC(=CC=C1)C (N-{(1R)-2-[4-(3-{3-fluoro-4-[5-(3-methylphenyl)-1,2,4-oxadiazol-3-yl]phenoxy}propyl)-1-piperazinyl]-1-methyl-2-oxoethyl}-2-thiophenecarboxamide). Reaction SMILES: [CH3:1][C:2]1[CH:3]=[C:4]([CH:8]=[CH:9][CH:10]=1)[C:5]([OH:7])=O.C(N1C=CN=C1)(N1C=CN=C1)=O.[NH2:23][C:24](=[N:54]O)[C:25]1[CH:52]=[CH:51][C:28]([O:29][CH2:30][CH2:31][CH2:32][N:33]2[CH2:38][CH2:37][N:36]([C:39](=[O:50])[C@H:40]([NH:42][C:43]([C:45]3[S:46][CH:47]=[CH:48][CH:49]=3)=[O:44])[CH3:41])[CH2:35][CH2:34]2)=[CH:27][C:26]=1[F:53]>CN(C=O)C>[F:53][C:26]1[CH:27]=[C:28]([CH:51]=[CH:52][C:25]=1[C:24]1[N:54]=[C:5]([C:4]2[CH:8]=[CH:9][CH:10]=[C:2]([CH3:1])[CH:3]=2)[O:7][N:23]=1)[O:29][CH2:30][CH2:31][CH2:32][N:33]1[CH2:34][CH2:35][N:36]([C:39](=[O:50])[C@H:40]([NH:42][C:43]([C:45]2[S:46][CH:47]=[CH:48][CH:49]=2)=[O:44])[CH3:41])[CH2:37][CH2:38]1. Procedure details: 3-Methylbenzoic acid (0.3 mmol) was treated with a 0.4 M solution of 1,1′-carbonyldiimidazole (CDI) (0.75 mL, 0.3 mmol) in DMF in a 4 mL vial. After mixing for 30 minutes, a 0.22 M solution of Example 187C (0.75 mL, 0.16 mol) in DMF was added to the vial. The mixture was stirred for 4 hours at room temperature and a 0.4 M solution of CDI (0.5 mL, 0.2 mmol)in DMF was added to the vial. After heating the mixture at 115° C. for 7 hours, the mixture was allowed to cool to room temperature and then w... The reactants are ClC1=C2C=CC(=NC2=CC=C1Cl)C (5,6-Dichloroquinaldine), [H][H] (hydrogen). The reagents and catalysts are [Pt].[C] (platinum carbon). Solvent: C(C)(=O)O (acetic acid). Yields the product ClC1=C2CCC(NC2=CC=C1Cl)C (5,6-dichloro-1,2,3,4-tetrahydroquinaldine). Yield: 78.5%. RXN SMILES: [Cl:1][C:2]1[C:11]([Cl:12])=[CH:10][CH:9]=[C:8]2[C:3]=1[CH:4]=[CH:5][C:6]([CH3:13])=[N:7]2.[H][H]>C(O)(=O)C.[Pt].[C]>[Cl:1][C:2]1[C:11]([Cl:12])=[CH:10][CH:9]=[C:8]2[C:3]=1[CH2:4][CH2:5][CH:6]([CH3:13])[NH:7]2 |f:3.4|. Procedure: 5,6-Dichloroquinaldine (5.5 g) was dissolved in 50 ml of acetic acid and 0.1 g of 5% platinum-carbon was added to the solution, which was then subjected to Parr's hydrogenation method to reduce the compound catalytically at a hydrogen gas pressure of 4 kg/cm2. After theoretical amount of hydrogen was absorbed the reaction mixture was filtered and the filtrate was concentrated under reduced pressure. After rendering it alkaline with 50 ml of water and 20% sodium hydroxide, the residue was extract... Reactants: C(C)OC(=O)Cl (ethylchloroformate), [N+](=O)([O-])C=1C=C(C=CC1N)C1=CC=C(N)C=C1 (3-nitrobenzidine), O (water). Solvent: C(C)O (ethanol), C(C)O (ethanol). Product: C(=O)(OCC)NC1=C(C=C(C=C1)C1=CC=C(NC(=O)OCC)C=C1)[N+](=O)[O-] (N,N′-biscarbethoxy-3-nitrobenzidine). Isolated yield 95.0%. Reaction SMILES: [N+:1]([C:4]1[CH:5]=[C:6]([C:11]2[CH:17]=[CH:16][C:14]([NH2:15])=[CH:13][CH:12]=2)[CH:7]=[CH:8][C:9]=1[NH2:10])([O-:3])=[O:2].[CH2:18]([O:20][C:21](Cl)=[O:22])[CH3:19].[OH2:24]>C(O)C>[C:21]([NH:10][C:9]1[CH:8]=[CH:7][C:6]([C:11]2[CH:17]=[CH:16][C:14]([NH:15][C:21]([O:20][CH2:18][CH3:19])=[O:24])=[CH:13][CH:12]=2)=[CH:5][C:4]=1[N+:1]([O-:3])=[O:2])([O:20][CH2:18][CH3:19])=[O:22]. Procedure details: Twenty nine grams 3-nitrobenzidine were dissolved in 330 ml ethanol containing 39 ml (36 grams) dimethyaniline. Thirty one grams ethylchloroformate were added to the ethanol solution in portions. The solution was then refluxed for 10 minutes after which water was added to precipitate the diurethane derivative. Forty one grams were obtained corresponding to a yield of 95%.